This data is from the Open Reaction Database (ORD), a public repository of structured organic reaction records. The task is: describe an organic reaction: reactants, conditions, products, and yield The reactants are COC1=C(C=CC=C1)S (2-Methoxythiophenol), [OH-].[K+] (potassium hydroxide), IC1=C(C=CC=C1)CC(=O)O (2-Iodophenylacetic acid). Reagents/catalysts: [Cu] (copper bronze). The solvent is O (water). Product: COC1=C(C=CC=C1)SC1=C(C=CC=C1)CC(=O)O ([2-(2-Methoxy-phenylsulfanyl)-phenyl]-acetic acid). Reaction SMILES: [CH3:1][O:2][C:3]1[CH:8]=[CH:7][CH:6]=[CH:5][C:4]=1[SH:9].[OH-].[K+].I[C:13]1[CH:18]=[CH:17][CH:16]=[CH:15][C:14]=1[CH2:19][C:20]([OH:22])=[O:21]>O.[Cu]>[CH3:1][O:2][C:3]1[CH:8]=[CH:7][CH:6]=[CH:5][C:4]=1[S:9][C:13]1[CH:18]=[CH:17][CH:16]=[CH:15][C:14]=1[CH2:19][C:20]([OH:22])=[O:21] |f:1.2|. Procedure: 2-Methoxythiophenol (2.8 g, 20 mmol) was added to a solution of potassium hydroxide (4.6 g, 80 mmol) in water (50 ml) and the mixture was degassed for 15 minutes. 2-Iodophenylacetic acid (5.24 g, 20 mmol) and copper bronze (64 mg, 1 mmol) were then added to the reaction mixture, which was refluxed overnight. The solution was cooled down, filtered and the precipitate washed with water (50 ml). The filtrate was acidified with conc HCl (pH 1), extracted with dichloromethane (3×100 ml). The organics... Procedure details: Ethyl 3-[4-({2-[1-benzhydryl-5-chloro-2-(2-{[(2-chlorobenzyl)sulfonyl]amino}ethyl)-1H-indol-3-yl]ethyl}sulfonyl)phenyl]propanoate (1 eq), THF (0.1M), MeOH (1 mL/1 mL THF), and NaOH (1N) (11 eq) were stirred together overnight. Solvents were removed and the resulting residue was taken up in water. The solution was acidified with 1N HCl and collected resulting precipitate by filtration. Obtained 3-[4-({2-[1-benzhydryl-5-chloro-2-(2-{[(2-chlorobenzyl)sulfonyl]amino}ethyl)-1H-indol-3-yl]ethyl}sulfon... The product is C(C1=CC=CC=C1)(C1=CC=CC=C1)N1C(=C(C2=CC(=CC=C12)Cl)CCS(=O)(=O)C1=CC=C(C=C1)CCC(=O)O)CCNS(=O)(=O)CC1=C(C=CC=C1)Cl (3-[4-({2-[1-benzhydryl-5-chloro-2-(2-{[(2-chlorobenzyl)sulfonyl]amino}ethyl)-1H-indol-3-yl]ethyl}sulfonyl)phenyl]propanoic acid). Solvent: CO (MeOH). Reaction SMILES: [CH:1]([N:14]1[C:22]2[C:17](=[CH:18][C:19]([Cl:23])=[CH:20][CH:21]=2)[C:16]([CH2:24][CH2:25][S:26]([C:29]2[CH:34]=[CH:33][C:32]([CH2:35][CH2:36][C:37]([O:39]CC)=[O:38])=[CH:31][CH:30]=2)(=[O:28])=[O:27])=[C:15]1[CH2:42][CH2:43][NH:44][S:45]([CH2:48][C:49]1[CH:54]=[CH:53][CH:52]=[CH:51][C:50]=1[Cl:55])(=[O:47])=[O:46])([C:8]1[CH:13]=[CH:12][CH:11]=[CH:10][CH:9]=1)[C:2]1[CH:7]=[CH:6][CH:5]=[CH:4][CH:3]=1.C1COCC1.[OH-].[Na+]>CO>[CH:1]([N:14]1[C:22]2[C:17](=[CH:18][C:19]([Cl:23])=[CH:20][CH:21]=2)[C:16]([CH2:24][CH2:25][S:26]([C:29]2[CH:34]=[CH:33][C:32]([CH2:35][CH2:36][C:37]([OH:39])=[O:38])=[CH:31][CH:30]=2)(=[O:28])=[O:27])=[C:15]1[CH2:42][CH2:43][NH:44][S:45]([CH2:48][C:49]1[CH:54]=[CH:53][CH:52]=[CH:51][C:50]=1[Cl:55])(=[O:46])=[O:47])([C:2]1[CH:3]=[CH:4][CH:5]=[CH:6][CH:7]=1)[C:8]1[CH:13]=[CH:12][CH:11]=[CH:10][CH:9]=1 |f:2.3|. Yield: 83.0%. Starting materials: C(C1=CC=CC=C1)(C1=CC=CC=C1)N1C(=C(C2=CC(=CC=C12)Cl)CCS(=O)(=O)C1=CC=C(C=C1)CCC(=O)OCC)CCNS(=O)(=O)CC1=C(C=CC=C1)Cl (Ethyl 3-[4-({2-[1-benzhydryl-5-chloro-2-(2-{[(2-chlorobenzyl)sulfonyl]amino}ethyl)-1H-indol-3-yl]ethyl}sulfonyl)phenyl]propanoate), C1CCOC1 (THF), [OH-].[Na+] (NaOH). The reactants are [Na] (sodium), ClC(C(=N)N)(Cl)Cl (trichloroacetamidine), C(#N)CC(=O)OCC (ethyl cyanoacetate), O (water). The solvent is CO (methanol), CO (methanol), C(C)(=O)O (acetic acid). Yields the product NC1=CC(=NC(=N1)C(Cl)(Cl)Cl)O (6-Amino-4-Hydroxy-2-Trichloromethylpyrimidine). Yield: 71.0%. As a reaction SMILES: [Na].[Cl:2][C:3]([Cl:8])([Cl:7])[C:4]([NH2:6])=[NH:5].[C:9]([CH2:11][C:12](OCC)=[O:13])#[N:10].O>CO.C(O)(=O)C>[NH2:10][C:9]1[N:6]=[C:4]([C:3]([Cl:8])([Cl:7])[Cl:2])[N:5]=[C:12]([OH:13])[CH:11]=1 |^1:0|. Procedure details: To a solution of 5.8 g (0.025 g atom) sodium in 150 ml methanol at 15° C. was added 11.5 g (0.1 mole) trichloroacetamidine. To this was added 11.5 g (0.1 mole) ethyl cyanoacetate in 100 ml methanol. The solution was refluxed 1 hour and then the solvent was removed under rotary evaporation to give a red paste. This was dissolved in 20 ml warm water and 100 ml of 50% aqueous acetic acid was added, causing product to precipitate. Filtration, washing, and drying of the product gave 16.1 g (71% yield...